This data is from the Open Reaction Database (ORD), a public repository of structured organic reaction records. The task is: describe an organic reaction: reactants, conditions, products, and yield The reactants are C1=NC=CC2=C1C(CC2)CC#N (6,7-dihydro-5H-cyclopenta[c]pyridin-7-ylacetonitrile), NOC1=C(C=C(C=C1)[N+](=O)[O-])[N+](=O)[O-] (1-(aminooxy)-2,4-dinitrobenzene), C(C#CC)(=O)OCC (ethyl 2-butynoate), C([O-])([O-])=O.[K+].[K+] (potassium carbonate). The solvent is C(C)#N (acetonitrile), O (water). Reaction conditions: temperature 40 celsius, time 12 hour. The product is C(#N)CC1CCC2=C1C=1N(C=C2)N=C(C1C(=O)OCC)C (ethyl 9-(cyanomethyl)-2-methyl-8,9-dihydro-7H-cyclopenta[c]pyrazolo[1,5-a]pyridine-1-carboxylate). Yield: 31.9%. Reaction SMILES: [CH:1]1[C:6]2[CH:7]([CH2:10][C:11]#[N:12])[CH2:8][CH2:9][C:5]=2[CH:4]=[CH:3][N:2]=1.[NH2:13]OC1C=CC([N+]([O-])=O)=CC=1[N+]([O-])=O.[C:27]([O:32][CH2:33][CH3:34])(=[O:31])[C:28]#[C:29][CH3:30].C(=O)([O-])[O-].[K+].[K+]>C(#N)C.O>[C:11]([CH2:10][CH:7]1[C:6]2[C:1]3[N:2]([N:13]=[C:29]([CH3:30])[C:28]=3[C:27]([O:32][CH2:33][CH3:34])=[O:31])[CH:3]=[CH:4][C:5]=2[CH2:9][CH2:8]1)#[N:12] |f:3.4.5|. Reported procedure: To a solution of 6,7-dihydro-5H-cyclopenta[c]pyridin-7-ylacetonitrile (90.0 mg, 0.569 mmol) in acetonitrile (1.0 mL) was added 1-(aminooxy)-2,4-dinitrobenzene (113 mg, 0.567 mmol), and the mixture was stirred at 40° C. for 12 hr. The solvent was evaporated under reduced pressure. The residue was dissolved in dimethylformamide (1.0 mL), ethyl 2-butynoate (80.0 μL, 0.686 mmol) and potassium carbonate (94.4 mg, 0.683 mmol) were added, and the mixture was stirred at room temperature for 4 hr. The re... Reactants: O=C([O-])[O-], C1CCOC1, [Cs+], [Cs+], Nc1cc(C(F)(F)F)c(Br)nc1C(=O)O, OB(O)c1ccc(F)cc1. Yields the product Nc1cc(C(F)(F)F)c(-c2ccc(F)cc2)nc1C(=O)O. As a reaction SMILES: [C:26](=[O:27])([O-:28])[O-:29].[CH2:32]1[O:33][CH2:34][CH2:35][CH2:36]1.[Cs+:30].[Cs+:31].[NH2:1][c:2]1[c:3]([C:13](=[O:14])[OH:15])[n:4][c:5]([Br:12])[c:6]([C:8]([F:9])([F:10])[F:11])[cH:7]1.[OH:16][B:17]([OH:18])[c:19]1[cH:20][cH:21][c:22]([F:23])[cH:24][cH:25]1>>[NH2:1][c:2]1[c:3]([C:13](=[O:14])[OH:15])[n:4][c:5](-[c:19]2[cH:20][cH:21][c:22]([F:23])[cH:24][cH:25]2)[c:6]([C:8]([F:9])([F:10])[F:11])[cH:7]1. Starting materials: CN(C(CN[C@]12[C@@H]([C@H]3CC[C@@H]4[C@]5(CC=C(C([C@@H]5CC[C@]4([C@@]3(CC1)C)C)(C)C)C1=CC=C(C(=O)O)C=C1)C)[C@@H](CC2)C(=C)C)=O)C (4-((1R,3aS,5aR,5bR,7aR,11aS,11bR,13aR,13bR)-3a-(2-(dimethylamino)-2-oxoethylamino)-5a,5b,8,8,11a-pentamethyl-1-(prop-1-en-2-yl)-2,3,3a,4,5,5a,5b,6,7,7a,8,11,11a,11b,12,13,13a,13b-octadecahydro-1H-cyclopenta[a]chrysen-9-yl)benzoic acid), ClCC(=O)N(CC)CC (2-chloro-N,N-diethylacetamide). Product: C(C)N(C(CN[C@]12[C@@H]([C@H]3CC[C@@H]4[C@]5(CC=C(C([C@@H]5CC[C@]4([C@@]3(CC1)C)C)(C)C)C1=CC=C(C(=O)O)C=C1)C)[C@@H](CC2)C(=C)C)=O)CC (4-((1R,3aS,5aR,5bR,7aR,11aS,11bR,13aR,13bR)-3a-(2-(diethylamino)-2-oxoethylamino)-5a,5b,8,8,11a-pentamethyl-1-(prop-1-en-2-yl)-2,3,3a,4,5,5a,5b,6,7,7a,8,11,11a,11b,12,13,13a,13b-octadecahydro-1H-cyclopenta[a]chrysen-9-yl)benzoic acid), solid. Isolated yield 39.0%. Reaction SMILES: CN(C)C(=O)C[NH:5][C@:6]12[CH2:40][CH2:39][C@@H:38]([C:41]([CH3:43])=[CH2:42])[C@@H:7]1[C@@H:8]1[C@@:21]([CH3:24])([CH2:22][CH2:23]2)[C@@:20]2([CH3:25])[C@@H:11]([C@:12]3([CH3:37])[C@@H:17]([CH2:18][CH2:19]2)[C:16]([CH3:27])([CH3:26])[C:15]([C:28]2[CH:36]=[CH:35][C:31]([C:32]([OH:34])=[O:33])=[CH:30][CH:29]=2)=[CH:14][CH2:13]3)[CH2:10][CH2:9]1.Cl[CH2:47][C:48]([N:50]([CH2:53][CH3:54])[CH2:51][CH3:52])=[O:49]>>[CH2:51]([N:50]([CH2:53][CH3:54])[C:48](=[O:49])[CH2:47][NH:5][C@:6]12[CH2:40][CH2:39][C@@H:38]([C:41]([CH3:43])=[CH2:42])[C@@H:7]1[C@@H:8]1[C@@:21]([CH3:24])([CH2:22][CH2:23]2)[C@@:20]2([CH3:25])[C@@H:11]([C@:12]3([CH3:37])[C@@H:17]([CH2:18][CH2:19]2)[C:16]([CH3:27])([CH3:26])[C:15]([C:28]2[CH:29]=[CH:30][C:31]([C:32]([OH:34])=[O:33])=[CH:35][CH:36]=2)=[CH:14][CH2:13]3)[CH2:10][CH2:9]1)[CH3:52]. Reported procedure: The title compound was prepared following the method described above for the synthesis of 4-((1R,3aS,5aR,5bR,7aR,11aS,11bR,13aR,13bR)-3a-(2-(dimethylamino)-2-oxoethylamino)-5a,5b,8,8,11a-pentamethyl-1-(prop-1-en-2-yl)-2,3,3a,4,5,5a,5b,6,7,7a,8,11,11a,11b,12,13,13a,13b-octadecahydro-1H-cyclopenta[a]chrysen-9-yl)benzoic acid using 2-chloro-N,N-diethylacetamide as alkylating reagent in Step 1. The product was isolated as a white solid (20 mg, 39%). LCMS: m/e 643.50 (M+H)+, 2.35 min (method 11). 1H ... The reactants are CCCCO, CCN(C(C)C)C(C)C, CCCOc1ccc(S(=O)(=O)N2CCC(N(C)C)C2)cc1-c1nc(=O)c2c(Cl)nc3nn(Cc4ccc(OC)cc4)cc3c2[nH]1, COc1ccc(CN)cc1Cl, Cl. The product is CCCOc1ccc(S(=O)(=O)N2CCC(N(C)C)C2)cc1-c1nc(=O)c2c(NCc3ccc(OC)c(Cl)c3)nc3nn(Cc4ccc(OC)cc4)cc3c2[nH]1. As a reaction SMILES: [CH2:67]([OH:68])[CH2:69][CH2:70][CH3:71].[CH:58]([N:59]([CH2:60][CH3:61])[CH:62]([CH3:63])[CH3:64])([CH3:65])[CH3:66].[Cl:1][c:2]1[n:3][c:4]2[c:5]([c:6]3[nH:7][c:8](-[c:13]4[cH:14][c:15]([S:23](=[O:24])(=[O:25])[N:26]5[CH2:27][CH:28]([N:31]([CH3:32])[CH3:33])[CH2:29][CH2:30]5)[cH:16][cH:17][c:18]4[O:19][CH2:20][CH2:21][CH3:22])[n:9][c:10](=[O:12])[c:11]13)[cH:34][n:35]([CH2:37][c:38]1[cH:39][cH:40][c:41]([O:44][CH3:45])[cH:42][cH:43]1)[n:36]2.[Cl:46][c:47]1[cH:48][c:49]([CH2:50][NH2:51])[cH:52][cH:53][c:54]1[O:55][CH3:56].[ClH:57]>>[c:2]1([NH:51][CH2:50][c:49]2[cH:48][c:47]([Cl:46])[c:54]([O:55][CH3:56])[cH:53][cH:52]2)[n:3][c:4]2[c:5]([c:6]3[nH:7][c:8](-[c:13]4[cH:14][c:15]([S:23](=[O:24])(=[O:25])[N:26]5[CH2:27][CH:28]([N:31]([CH3:32])[CH3:33])[CH2:29][CH2:30]5)[cH:16][cH:17][c:18]4[O:19][CH2:20][CH2:21][CH3:22])[n:9][c:10](=[O:12])[c:11]13)[cH:34][n:35]([CH2:37][c:38]1[cH:39][cH:40][c:41]([O:44][CH3:45])[cH:42][cH:43]1)[n:36]2. Reactants: C1CCOC1, O=C=Nc1c(Cl)cccc1Cl, Cc1cc(CC(=O)OC(C)(C)C)ccc1N. Yields the product Cc1cc(CC(=O)OC(C)(C)C)ccc1NC(=O)Nc1c(Cl)cccc1Cl. Reaction SMILES: [CH2:28]1[O:29][CH2:30][CH2:31][CH2:32]1.[Cl:17][c:18]1[c:19]([N:25]=[C:26]=[O:27])[c:20]([Cl:24])[cH:21][cH:22][cH:23]1.[NH2:1][c:2]1[c:3]([CH3:16])[cH:4][c:5]([CH2:8][C:9](=[O:10])[O:11][C:12]([CH3:13])([CH3:14])[CH3:15])[cH:6][cH:7]1>>[NH:1]([c:2]1[c:3]([CH3:16])[cH:4][c:5]([CH2:8][C:9](=[O:10])[O:11][C:12]([CH3:13])([CH3:14])[CH3:15])[cH:6][cH:7]1)[C:26]([NH:25][c:19]1[c:18]([Cl:17])[cH:23][cH:22][cH:21][c:20]1[Cl:24])=[O:27]. The reactants are [OH-].[K+] (KOH), ClCl (chlorine), hydrofluorocarbon heptafluoropropane, C(C(F)(F)F)(C(F)(F)F)F (HFC-227), C(C(F)(F)F)(C(F)(F)F)F (HFC-227), C(C(F)(F)F)(C(F)(F)F)F (HFC-227ea), ClC(C(C(F)(F)F)(F)F)(F)F (chloroheptafluoropropane). Product: C(F)(F)C(F)(F)C(F)(F)F (C3F7H). Reaction SMILES: C(F)(C(F)(F)F)C(F)(F)F.ClCl.Cl[C:14]([F:23])([F:22])[C:15]([F:21])([F:20])[C:16]([F:19])([F:18])[F:17].[OH-].[K+]>>[CH:14]([C:15]([C:16]([F:19])([F:18])[F:17])([F:21])[F:20])([F:23])[F:22] |f:3.4|. Reported procedure: A 34 cubic centimeter Inconel™ reactor tube, equipped with a ceramic fiber heater, was packed with Takeda™ brand activated carbon. The activated carbon and reactor were purged with nitrogen between 150° C. and 200° C. The reactor was connected to tubing providing chlorine and the hydrofluorocarbon heptafluoropropane (HFC-227, containing 839 ppm 227ca and the remainder HFC-227ea). The flow of the chlorine and HFC-227 were controlled with gas flowmeters. Tables 1 and 2 below indicate the reaction ... Reaction SMILES: [NH2:1][C:2]1[C:10]2[C:5](=[CH:6][CH:7]=[C:8]([NH2:11])[CH:9]=2)[N:4](C(OC(C)(C)C)=O)[N:3]=1.[CH2:19]([N:26]1[CH2:31][CH2:30][CH2:29][C:28](=O)[CH2:27]1)[C:20]1[CH:25]=[CH:24][CH:23]=[CH:22][CH:21]=1.C([BH3-])#N.[Na+]>CO>[CH2:19]([N:26]1[CH2:31][CH2:30][CH2:29][CH:28]([NH:11][C:8]2[CH:9]=[C:10]3[C:5](=[CH:6][CH:7]=2)[NH:4][N:3]=[C:2]3[NH2:1])[CH2:27]1)[C:20]1[CH:25]=[CH:24][CH:23]=[CH:22][CH:21]=1 |f:2.3|. Reported procedure: Reaction of tert-butyl 3,5-diamino-1H-indazole-1-carboxylate with 1-benzylpiperidin-3-one using the method of Example 8, with the modification that sodium cyanoborohydride was used as the reductant and methanol was used as the solvent, followed by deprotection using the method of Example 4 afforded the title compound. Starting materials: NC1=NN(C2=CC=C(C=C12)N)C(=O)OC(C)(C)C (tert-butyl 3,5-diamino-1H-indazole-1-carboxylate), C(C1=CC=CC=C1)N1CC(CCC1)=O (1-benzylpiperidin-3-one), C(#N)[BH3-].[Na+] (sodium cyanoborohydride). Solvent: CO (methanol). The product is C(C1=CC=CC=C1)N1CC(CCC1)NC=1C=C2C(=NNC2=CC1)N (N5-(1-Benzylpiperidin-3-yl)-1H-indazole-3,5-diamine). Starting materials: C1(CC1)COC=1C(=CC(=NC1)C=O)C (5-(cyclopropylmethoxy)-4-methylpicolinaldehyde), CC(C)(C)[S@@](=O)N ((R)-2-methylpropane-2-sulfinamide), Amine-49. Yields the product C1(CC1)COC=1C(=CC(=NC1)\C=N\[S@](=O)C(C)(C)C)C ((R,E)-N-((5-(cyclopropylmethoxy)-4-methylpyridin-2-yl)methylene)-2-methylpropane-2-sulfinamide). The yield is 90.0%. RXN SMILES: [CH:1]1([CH2:4][O:5][C:6]2[C:7]([CH3:14])=[CH:8][C:9]([CH:12]=O)=[N:10][CH:11]=2)[CH2:3][CH2:2]1.[CH3:15][C:16]([S@:19]([NH2:21])=[O:20])([CH3:18])[CH3:17]>>[CH:1]1([CH2:4][O:5][C:6]2[C:7]([CH3:14])=[CH:8][C:9](/[CH:12]=[N:21]/[S@@:19]([C:16]([CH3:18])([CH3:17])[CH3:15])=[O:20])=[N:10][CH:11]=2)[CH2:3][CH2:2]1. Procedure: The title compound is prepared in 90% yield (688 mg, yellow oil) from 5-(cyclopropylmethoxy)-4-methylpicolinaldehyde (495 mg, 2.59 mmol, Step-5) and (R)-2-methylpropane-2-sulfinamide (471 mg, 3.88 mmol) in a similar manner to Step-6 of Amine-49.